From a dataset of the Open Reaction Database (ORD), a public repository of structured organic reaction records. describe an organic reaction: reactants, conditions, products, and yield Reactants: CCOC(=O)CP(=O)(OCC)OCC, COCCOC, [H-], [Na+], O=C1c2ccccc2C(O)N1CC1CC1. Product: CCOC(=O)CC1c2ccccc2C(=O)N1CC1CC1. As a reaction SMILES: [CH3:18][CH2:19][O:20][C:21](=[O:22])[CH2:23][P:24]([O:25][CH2:26][CH3:27])([O:28][CH2:29][CH3:30])=[O:31].[CH3:32][O:33][CH2:34][CH2:35][O:36][CH3:37].[H-:1].[Na+:2].[OH:3][CH:4]1[N:5]([CH2:14][CH:15]2[CH2:16][CH2:17]2)[C:6](=[O:13])[c:7]2[cH:8][cH:9][cH:10][cH:11][c:12]21>>[CH:4]1([CH2:23][C:21]([O:20][CH2:19][CH3:18])=[O:22])[N:5]([CH2:14][CH:15]2[CH2:16][CH2:17]2)[C:6](=[O:13])[c:7]2[cH:8][cH:9][cH:10][cH:11][c:12]21. The reactants are CCO (EtOH), COC1=CC2=C(N3C(S2)=NC(=C3)CO)C=C1 (7-methoxy-imidazo[2,1-b]benzothiazole-2-methanol). The reagents and catalysts are [O-2].[O-2].[Mn+4] (manganese dioxide). The solvent is C(Cl)(Cl)Cl (chloroform). Product: COC1=CC2=C(N3C(S2)=NC(=C3)C=O)C=C1 (7-methoxy-imidazo[2,1-b]benzothiazole-2-carboxaldehyde). Isolated yield 75.0%. RXN SMILES: [CH3:1][O:2][C:3]1[CH:16]=[CH:15][C:6]2[N:7]3[CH:12]=[C:11]([CH2:13][OH:14])[N:10]=[C:8]3[S:9][C:5]=2[CH:4]=1.CCO>C(Cl)(Cl)Cl.[O-2].[O-2].[Mn+4]>[CH3:1][O:2][C:3]1[CH:16]=[CH:15][C:6]2[N:7]3[CH:12]=[C:11]([CH:13]=[O:14])[N:10]=[C:8]3[S:9][C:5]=2[CH:4]=1 |f:3.4.5|. Reported procedure: 5.0 g (0.0225 mole) of the product of Step A and 10 g (0.115 mole) of manganese dioxide were stirred under reflux in 500 ml of chloroform for 2 hours. The mixture was filtered hot through celite and evaporated under reduced pressure to obtain 3.92 g (79% yield) of 7-methoxy-imidazo[2,1-b]benzothiazole-2-carboxaldehyde as colorless crystals melting at 214° to 215° C. (EtOH). Reactants: Cc1c(C(=O)NCc2ccc(F)cc2)c(C2CC2)nc2cc(Br)ccc12, [C-]#N, [C-]#N, C1CCCCC1, CN(C)CCN(C)C, CCOC(C)=O, CN(C)C=O, [Zn+2]. Yields the product Cc1c(C(=O)NCc2ccc(F)cc2)c(C2CC2)nc2cc(C#N)ccc12. RXN SMILES: [Br:1][c:2]1[cH:3][cH:4][c:5]2[c:6]([CH3:26])[c:7]([C:15](=[O:16])[NH:17][CH2:18][c:19]3[cH:20][cH:21][c:22]([F:25])[cH:23][cH:24]3)[c:8]([CH:12]3[CH2:13][CH2:14]3)[n:9][c:10]2[cH:11]1.[C-:52]#[N:53].[C-:55]#[N:56].[CH2:41]1[CH2:42][CH2:43][CH2:44][CH2:45][CH2:46]1.[CH3:27][N:28]([CH3:29])[CH2:30][CH2:31][N:32]([CH3:33])[CH3:34].[CH3:35][CH2:36][O:37][C:38]([CH3:39])=[O:40].[O:47]=[CH:48][N:49]([CH3:50])[CH3:51].[Zn+2:54]>>[c:2]1([C:27]#[N:28])[cH:3][cH:4][c:5]2[c:6]([CH3:26])[c:7]([C:15](=[O:16])[NH:17][CH2:18][c:19]3[cH:20][cH:21][c:22]([F:25])[cH:23][cH:24]3)[c:8]([CH:12]3[CH2:13][CH2:14]3)[n:9][c:10]2[cH:11]1. Starting materials: C(C)(=O)O (acetic acid), C(=O)C=1NC=2CCCCC2C1CCC(=O)O (3-(2-formyl-4,5,6,7-tetrahydro-1H-indol-3-yl)-propionic acid), COC1=CC=C2CC(NC2=C1)=O (6-methoxy-2-oxindole), N1CCCCC1 (piperidine). Run in C(C)O (ethanol). Product: COC1=CC=C2C(C(NC2=C1)=O)=CC=1NC=2CCCCC2C1CCC(=O)O (3-[2-(6-methoxy-2-oxo-1,2-dihydroindol-3-ylidenemethyl)-4,5,6,7-tetrahydro-1H-indol-3-yl]-propionic acid). Yield: 79.2%. Reaction SMILES: [CH:1]([C:3]1[NH:4][C:5]2[CH2:6][CH2:7][CH2:8][CH2:9][C:10]=2[C:11]=1[CH2:12][CH2:13][C:14]([OH:16])=[O:15])=O.[CH3:17][O:18][C:19]1[CH:27]=[C:26]2[C:22]([CH2:23][C:24](=[O:28])[NH:25]2)=[CH:21][CH:20]=1.N1CCCCC1.C(O)(=O)C>C(O)C>[CH3:17][O:18][C:19]1[CH:27]=[C:26]2[C:22]([C:23](=[CH:1][C:3]3[NH:4][C:5]4[CH2:6][CH2:7][CH2:8][CH2:9][C:10]=4[C:11]=3[CH2:12][CH2:13][C:14]([OH:16])=[O:15])[C:24](=[O:28])[NH:25]2)=[CH:21][CH:20]=1. Procedure: A mixture of 3-(2-formyl-4,5,6,7-tetrahydro-1H-indol-3-yl)-propionic acid (5.4 g), 3.6 g of 6-methoxy-2-oxindole and 2.7 g of piperidine in 25 mL of ethanol was refluxed for 4 hours. Upon slow addition of acetic acid (8 mL), a precipitate formed. The mixture was refluxed for 5 minutes and cooled to ambient temperature. The precipitate was collected by vacuum filtration and washed with 20 mL of ethanol. The solids were slurry-washed in 30 mL of refluxing ethanol, cooled, collected by vacuum filtr...